This data is from the Open Reaction Database (ORD), a public repository of structured organic reaction records. The task is: describe an organic reaction: reactants, conditions, products, and yield Starting materials: [Si]([O-])([O-])([O-])[O-].[Ca+2].[Ca+2] (calcium silicate), CCCCNC=1C=CC(=CC1)C(=O)OCCOCCOCCOCCOCCOCCOCCOCCOCCOC (benzonatate). Yields the product CCCCNC=1C=CC(=CC1)C(=O)OCCOCCOCCOCCOCCOCCOCCOCCOCCOC.[Si]([O-])([O-])([O-])[O-].[Ca+2].[Ca+2] (benzonatate calcium silicate). As a reaction SMILES: [Si:1]([O-:5])([O-:4])([O-:3])[O-:2].[Ca+2:6].[Ca+2].[CH3:8][CH2:9][CH2:10][CH2:11][NH:12][C:13]1[CH:14]=[CH:15][C:16]([C:19]([O:21][CH2:22][CH2:23][O:24][CH2:25][CH2:26][O:27][CH2:28][CH2:29][O:30][CH2:31][CH2:32][O:33][CH2:34][CH2:35][O:36][CH2:37][CH2:38][O:39][CH2:40][CH2:41][O:42][CH2:43][CH2:44][O:45][CH2:46][CH2:47][O:48][CH3:49])=[O:20])=[CH:17][CH:18]=1>>[CH3:8][CH2:9][CH2:10][CH2:11][NH:12][C:13]1[CH:18]=[CH:17][C:16]([C:19]([O:21][CH2:22][CH2:23][O:24][CH2:25][CH2:26][O:27][CH2:28][CH2:29][O:30][CH2:31][CH2:32][O:33][CH2:34][CH2:35][O:36][CH2:37][CH2:38][O:39][CH2:40][CH2:41][O:42][CH2:43][CH2:44][O:45][CH2:46][CH2:47][O:48][CH3:49])=[O:20])=[CH:15][CH:14]=1.[Si:1]([O-:5])([O-:4])([O-:3])[O-:2].[Ca+2:6].[Ca+2:6] |f:0.1.2,4.5.6.7|. Procedure: Using the ingredients and amounts in the preceding table, calcium silicate was mixed at slow speed in a high shear granulator (Impeller: 250 rpm and Chopper: 3200 rpm). The liquid benzonatate was added to this mixture at slow speed (Impeller: 250 rpm and Chopper: 3200 rpm) at a rate of approximately 7 g/minute. The resulting benzonatate-calcium silicate adsorbate granules formed were passed through a 425 micron screen. Reactants: CCOC(=O)C(Cc1cccc(OC(F)(F)C(F)F)c1)C(O)c1ccc(OCc2ccccc2)cc1, CO, Cl, [Na+], [OH-]. Yields the product O=C(O)C(Cc1cccc(OC(F)(F)C(F)F)c1)C(O)c1ccc(OCc2ccccc2)cc1. RXN SMILES: [CH2:1]([CH3:2])[O:3][C:4]([CH:5]([CH:6]([OH:7])[c:8]1[cH:9][cH:10][c:11]([O:14][CH2:15][c:16]2[cH:17][cH:18][cH:19][cH:20][cH:21]2)[cH:12][cH:13]1)[CH2:22][c:23]1[cH:24][c:25]([O:29][C:30]([CH:31]([F:32])[F:33])([F:34])[F:35])[cH:26][cH:27][cH:28]1)=[O:36].[CH3:40][OH:41].[ClH:39].[Na+:38].[OH-:37]>>[O:3]=[C:4]([CH:5]([CH:6]([OH:7])[c:8]1[cH:9][cH:10][c:11]([O:14][CH2:15][c:16]2[cH:17][cH:18][cH:19][cH:20][cH:21]2)[cH:12][cH:13]1)[CH2:22][c:23]1[cH:24][c:25]([O:29][C:30]([CH:31]([F:32])[F:33])([F:34])[F:35])[cH:26][cH:27][cH:28]1)[OH:36]. The reactants are Nc1cccc(OCCCBr)c1, ClCCl, COC(=O)C(=O)O, [Cl-], c1ccncc1. The product is COC(=O)C(=O)Nc1cccc(OCCCBr)c1. As a reaction SMILES: [Br:9][CH2:10][CH2:11][CH2:12][O:13][c:14]1[cH:15][c:16]([NH2:17])[cH:18][cH:19][cH:20]1.[CH2:27]([Cl:28])[Cl:29].[CH3:2][O:3][C:4]([C:5](=[O:6])[OH:7])=[O:8].[Cl-:1].[cH:21]1[cH:22][cH:23][n:24][cH:25][cH:26]1>>[CH3:2][O:3][C:4]([C:5](=[O:7])[NH:17][c:16]1[cH:15][c:14]([O:13][CH2:12][CH2:11][CH2:10][Br:9])[cH:20][cH:19][cH:18]1)=[O:8]. Reaction SMILES: [Br:1][C:2]1[CH:7]=[CH:6][CH:5]=[C:4]([CH2:8]O)[N:3]=1.P(Br)(Br)[Br:11]>C(Cl)Cl>[Br:1][C:2]1[CH:7]=[CH:6][CH:5]=[C:4]([CH2:8][Br:11])[N:3]=1. Starting materials: BrC1=NC(=CC=C1)CO (2-bromo-6-(hydroxymethyl)pyridine), P(Br)(Br)Br (PBr3). Yields the product BrC1=NC(=CC=C1)CBr (2-Bromo-6-(bromomethyl)pyridine). The solvent is C(Cl)Cl (CH2Cl2). Reported procedure: To a solution of 2-bromo-6-(hydroxymethyl)pyridine (10.00 g, 53.2 mmol) in CH2Cl2 (150 mL) at 0° C. was added PBr3 (10.03 mL, 106 mmol) dropwise. The solution was allowed to warm to room temperature and stirred overnight. The reaction was quenched by adding saturated NaHCO3 dropwise while stirring. Solid K2CO3 was also added to attain a pH>7. The mixture was separated, and the aqueous layer was extracted with additional CH2Cl2. The combined organic layers were dried (MgSO4) and evaporated. The r... Reaction conditions: time 8 hour. Starting materials: C1(=CC=CC=C1)C(C(=O)N)(C1CN(C1)C(C)C1=CC=CC=C1)C1=CC=CC=C1 (α,α-diphenyl-α-[1-(1-phenylethyl)-3-azetidinyl]acetamide), product, 45, C(\C=C\C(=O)O)(=O)O (fumaric acid). Reagents/catalysts: [OH-].[OH-].[Pd+2] (palladium hydroxide on carbon). Run in C(C)O (ethanol). Reaction conditions: time 18 hour. The product is C(\C=C\C(=O)O)(=O)O.C1(=CC=CC=C1)C(C(=O)N)(C1=CC=CC=C1)C1CNC1 (α,α-Diphenyl-3-azetidinylacetamide Fumarate). RXN SMILES: [C:1]1([C:7]([C:23]2[CH:28]=[CH:27][CH:26]=[CH:25][CH:24]=2)([CH:11]2[CH2:14][N:13](C(C3C=CC=CC=3)C)[CH2:12]2)[C:8]([NH2:10])=[O:9])[CH:6]=[CH:5][CH:4]=[CH:3][CH:2]=1.[C:29]([OH:36])(=[O:35])/[CH:30]=[CH:31]/[C:32]([OH:34])=[O:33]>[OH-].[OH-].[Pd+2].C(O)C>[C:29]([OH:36])(=[O:35])/[CH:30]=[CH:31]/[C:32]([OH:34])=[O:33].[C:1]1([C:7]([CH:11]2[CH2:14][NH:13][CH2:12]2)([C:23]2[CH:24]=[CH:25][CH:26]=[CH:27][CH:28]=2)[C:8]([NH2:10])=[O:9])[CH:2]=[CH:3][CH:4]=[CH:5][CH:6]=1 |f:2.3.4,6.7|. Procedure: To a suspension of 23 g. (0.062 mole) of α,α-diphenyl-α-[1-(1-phenylethyl)-3-azetidinyl]acetamide in 150 ml. of ethanol solution was added 1.5 g. of 10% palladium hydroxide on carbon. The mixture was hydrogenated at 70° C. and an initial pressure of 45 p.s.i. for 18 hours and filtered. The filtrate was concentrated and the residue dissolved in 150 ml. of isopropyl alcohol. To this was added 7.2 g. (0.062 mole) of fumaric acid. The resulting crystals were recrystallized three times from ethanol t... Yields the product O.NC1=CC(=C(C(=O)NCCN2CCC(CC2)N2C(NC3=C2C=CC=C3)=O)C=C1)OC (4-amino-N{2-[4-(2,3-dihydro-2-oxo- 1H-benzimidazol-1-yl)-1-piperidinyl] ethyl}-2-methoxybenzamide hydrate). Reagents/catalysts: [Ni] (Raney-nickel). Solvent: O1CCCC1 (tetrahydrofuran). Starting materials: O=C1NC2=C(N1C1CCN(CC1)CCNC(C1=C(C=C(C=C1)[N+](=O)[O-])OC)=O)C=CC=C2 (N{2-[4-(2,3-dihydro-2-oxo- 1H-benzimidazol-1-yl)-1-piperidinyl] ethyl}-2-methoxy-4-nitrobenzamide), CO (methanol), [H][H] (hydrogen). Procedure details: A mixture of 5.3 parts of N{2-[4-(2,3-dihydro-2-oxo- 1H-benzimidazol-1-yl)-1-piperidinyl] ethyl}-2-methoxy-4-nitrobenzamide in 80 parts of methanol and 90 parts of tetrahydrofuran is hydrogenated at normal pressure and at room temperature with 5 parts of Raney-nickel catalyst. After the calculated amount of hydrogen is taken up, the catalyst is filered off and the filtrate is evaporated. The residue is crystallized from ethanol 96%, yielding 3.65 parts of 4-amino-N{2-[4-(2,3-dihydro-2-oxo- 1H-be... Reaction SMILES: [O:1]=[C:2]1[N:6]([CH:7]2[CH2:12][CH2:11][N:10]([CH2:13][CH2:14][NH:15][C:16](=[O:28])[C:17]3[CH:22]=[CH:21][C:20]([N+:23]([O-])=O)=[CH:19][C:18]=3[O:26][CH3:27])[CH2:9][CH2:8]2)[C:5]2[CH:29]=[CH:30][CH:31]=[CH:32][C:4]=2[NH:3]1.CO.[H][H]>[Ni].O1CCCC1>[OH2:1].[NH2:23][C:20]1[CH:21]=[CH:22][C:17]([C:16]([NH:15][CH2:14][CH2:13][N:10]2[CH2:9][CH2:8][CH:7]([N:6]3[C:5]4[CH:29]=[CH:30][CH:31]=[CH:32][C:4]=4[NH:3][C:2]3=[O:1])[CH2:12][CH2:11]2)=[O:28])=[C:18]([O:26][CH3:27])[CH:19]=1 |f:5.6|. Reactants: C1CCOC1, COC(=O)c1cc(-c2ccccc2)ccc1NC(=O)COCC(=O)N1CCN(C(c2ccccc2)c2ccccc2)CC1, [Na+], [OH-]. Yields the product O=C(COCC(=O)N1CCN(C(c2ccccc2)c2ccccc2)CC1)Nc1ccc(-c2ccccc2)cc1C(=O)[O-], [Na+]. As a reaction SMILES: [CH2:46]1[O:47][CH2:48][CH2:49][CH2:50]1.[CH:1]([c:2]1[cH:3][cH:4][cH:5][cH:6][cH:7]1)([c:8]1[cH:9][cH:10][cH:11][cH:12][cH:13]1)[N:14]1[CH2:15][CH2:16][N:17]([C:20]([CH2:21][O:22][CH2:23][C:24](=[O:25])[NH:26][c:27]2[c:28]([C:39](=[O:40])[O:41][CH3:42])[cH:29][c:30](-[c:33]3[cH:34][cH:35][cH:36][cH:37][cH:38]3)[cH:31][cH:32]2)=[O:43])[CH2:18][CH2:19]1.[Na+:45].[OH-:44]>>[CH:1]([c:2]1[cH:3][cH:4][cH:5][cH:6][cH:7]1)([c:8]1[cH:9][cH:10][cH:11][cH:12][cH:13]1)[N:14]1[CH2:15][CH2:16][N:17]([C:20]([CH2:21][O:22][CH2:23][C:24](=[O:25])[NH:26][c:27]2[c:28]([C:39](=[O:40])[O-:41])[cH:29][c:30](-[c:33]3[cH:34][cH:35][cH:36][cH:37][cH:38]3)[cH:31][cH:32]2)=[O:43])[CH2:18][CH2:19]1.[Na+:45].